Dataset: the Open Reaction Database (ORD), a public repository of structured organic reaction records. Task: describe an organic reaction: reactants, conditions, products, and yield The reactants are CCOC(=O)C(=O)c1ccc(OCCCSc2cc(C(C)(C)C)c(O)c(C(C)(C)C)c2)cc1, CO, [Na+], [OH-]. Yields the product CC(C)(C)c1cc(SCCCOc2ccc(C(=O)C(=O)O)cc2)cc(C(C)(C)C)c1O. As a reaction SMILES: [CH2:1]([CH3:2])[O:3][C:4]([C:5]([c:6]1[cH:7][cH:8][c:9]([O:12][CH2:13][CH2:14][CH2:15][S:16][c:17]2[cH:18][c:19]([C:28]([CH3:29])([CH3:30])[CH3:31])[c:20]([OH:27])[c:21]([C:23]([CH3:24])([CH3:25])[CH3:26])[cH:22]2)[cH:10][cH:11]1)=[O:32])=[O:33].[CH3:36][OH:37].[Na+:35].[OH-:34]>>[O:3]=[C:4]([C:5]([c:6]1[cH:7][cH:8][c:9]([O:12][CH2:13][CH2:14][CH2:15][S:16][c:17]2[cH:18][c:19]([C:28]([CH3:29])([CH3:30])[CH3:31])[c:20]([OH:27])[c:21]([C:23]([CH3:24])([CH3:25])[CH3:26])[cH:22]2)[cH:10][cH:11]1)=[O:32])[OH:33]. The product is O=[N+]([O-])c1ccc(C(c2ccccc2)n2ccnc2)cc1. As a reaction SMILES: [CH3:23][C:24]#[N:25].[Cl:1][CH:2]([c:3]1[cH:4][cH:5][c:6]([N+:9](=[O:10])[O-:11])[cH:7][cH:8]1)[c:12]1[cH:13][cH:14][cH:15][cH:16][cH:17]1.[nH:18]1[cH:19][n:20][cH:21][cH:22]1>>[CH:2]([c:3]1[cH:4][cH:5][c:6]([N+:9](=[O:10])[O-:11])[cH:7][cH:8]1)([c:12]1[cH:13][cH:14][cH:15][cH:16][cH:17]1)[n:18]1[cH:19][n:20][cH:21][cH:22]1. Reactants: CC#N, O=[N+]([O-])c1ccc(C(Cl)c2ccccc2)cc1, c1c[nH]cn1. The reactants are BrC1=CC2=CC=C(C=C2C=C1)C(C)=O (2-bromo-6-acetylnaphthalene), C(CO)O (ethylene glycol), [OH-].[Na+] (sodium hydroxide). The reagents and catalysts are C1(=CC=C(C=C1)S(=O)(=O)O)C (p-toluenesulfonic acid). The solvent is C1=CC=CC=C1 (benzene). Yields the product BrC1=CC2=CC=C(C=C2C=C1)C1(OCCO1)C (2-bromo-6-(2-methyl-1,3-dioxolan-2-yl)naphthalene). Isolated yield 79.7%. RXN SMILES: [Br:1][C:2]1[CH:11]=[CH:10][C:9]2[C:4](=[CH:5][CH:6]=[C:7]([C:12](=[O:14])[CH3:13])[CH:8]=2)[CH:3]=1.[CH2:15](O)[CH2:16][OH:17].[OH-].[Na+]>C1(C)C=CC(S(O)(=O)=O)=CC=1.C1C=CC=CC=1>[Br:1][C:2]1[CH:11]=[CH:10][C:9]2[C:4](=[CH:5][CH:6]=[C:7]([C:12]3([CH3:13])[O:17][CH2:16][CH2:15][O:14]3)[CH:8]=2)[CH:3]=1 |f:2.3|. Procedure: A mixture of 13.0 g of 2-bromo-6-acetylnaphthalene, 20 g of ethylene glycol, 200 ml of benzene, and 530 mg of p-toluenesulfonic acid was heated at reflux for 18 hours using a Dean-Stark trap to effect continuous removal of water. The cooled reaction mixture was added to 100 ml of 0.1N sodium hydroxide solution and the resulting mixture extracted with three 75 ml portions of diethyl ether. The combined organic extract was washed with 100 ml saturated sodium chloride solution and then dried over s... Starting materials: CC(C)C(Br)C(=O)O, CO, CO, Nc1ccc(Cl)cc1, [Na+], [Na+], [OH-], [OH-]. Product: CC(C)C(Nc1ccc(Cl)cc1)C(=O)O. RXN SMILES: [Br:1][CH:2]([C:3](=[O:4])[OH:5])[CH:6]([CH3:7])[CH3:8].[CH3:23][OH:24].[CH3:9][OH:10].[Cl:13][c:14]1[cH:15][cH:16][c:17]([NH2:18])[cH:19][cH:20]1.[Na+:12].[Na+:22].[OH-:11].[OH-:21]>>[CH:2]([C:3](=[O:4])[OH:5])([CH:6]([CH3:7])[CH3:8])[NH:18][c:17]1[cH:16][cH:15][c:14]([Cl:13])[cH:20][cH:19]1. The reactants are CS(=O)(=O)C1=NC=C(C=N1)C#CC1=CC=CC=C1 (2-methanesulfonyl-5-phenylethynyl-pyrimidine), O1CCC(CC1)CN ((tetrahydro-2H-pyran-4-yl)methanamine). Product: C1(=CC=CC=C1)C#CC=1C=NC(=NC1)NCC1CCOCC1 ((5-Phenylethynyl-pyrimidin-2-yl)-(tetrahydro-pyran-4-ylmethyl)-amine). RXN SMILES: CS([C:5]1[N:10]=[CH:9][C:8]([C:11]#[C:12][C:13]2[CH:18]=[CH:17][CH:16]=[CH:15][CH:14]=2)=[CH:7][N:6]=1)(=O)=O.[O:19]1[CH2:24][CH2:23][CH:22]([CH2:25][NH2:26])[CH2:21][CH2:20]1>>[C:13]1([C:12]#[C:11][C:8]2[CH:7]=[N:6][C:5]([NH:26][CH2:25][CH:22]3[CH2:23][CH2:24][O:19][CH2:20][CH2:21]3)=[N:10][CH:9]=2)[CH:18]=[CH:17][CH:16]=[CH:15][CH:14]=1. Procedure details: The title compound, white solid, MS: m/e=294.2 (M+H+), can be prepared in accordance with the general method of example 1, step 3 from 2-methanesulfonyl-5-phenylethynyl-pyrimidine (example 1, step 2) and (tetrahydro-2H-pyran-4-yl)methanamine. Reactants: OC1=C(C=C(C=C1)C(=O)C1=C(C(=O)O)C=CC=C1)[N+](=O)[O-] (2-[(4-hydroxy-3-nitrophenyl)carbonyl]benzoic acid), C([O-])([O-])=O.[Cs+].[Cs+] (cesium carbonate), C(C1=CC=CC=C1)Br (benzyl bromide), C(CC(O)(C(=O)O)CC(=O)O)(=O)O (citric acid). Run in CN(C)C=O (DMF), C(C)(=O)OCC (ethyl acetate), O (Water). Conditions: time 4 hour. The product is OC1=C(C=C(C=C1)C(=O)C1=C(C(=O)OCC2=CC=CC=C2)C=CC=C1)[N+](=O)[O-] (phenylmethyl 2-[(4-hydroxy-3-nitrophenyl)carbonyl]benzoate). Isolated yield 54.0%. RXN SMILES: [OH:1][C:2]1[CH:7]=[CH:6][C:5]([C:8]([C:10]2[CH:18]=[CH:17][CH:16]=[CH:15][C:11]=2[C:12]([OH:14])=[O:13])=[O:9])=[CH:4][C:3]=1[N+:19]([O-:21])=[O:20].C(=O)([O-])[O-].[Cs+].[Cs+].[CH2:28](Br)[C:29]1[CH:34]=[CH:33][CH:32]=[CH:31][CH:30]=1.C(O)(=O)CC(CC(O)=O)(C(O)=O)O>CN(C=O)C.C(OCC)(=O)C.O>[OH:1][C:2]1[CH:7]=[CH:6][C:5]([C:8]([C:10]2[CH:18]=[CH:17][CH:16]=[CH:15][C:11]=2[C:12]([O:14][CH2:28][C:29]2[CH:34]=[CH:33][CH:32]=[CH:31][CH:30]=2)=[O:13])=[O:9])=[CH:4][C:3]=1[N+:19]([O-:21])=[O:20] |f:1.2.3|. Procedure: To a solution of 2-[(4-hydroxy-3-nitrophenyl)carbonyl]benzoic acid (9.7 g, 30 mmol) in DMF (100 mL) was added cesium carbonate (9.8 g, 30 mmol) and benzyl bromide (3.6 mL, 30 mmol). The reaction mixture was stirred at rt for 4 h. Water, 10% citric acid, and ethyl acetate were added, and then the phases were partitioned. The aqueous phase was extracted with ethyl acetate. The organic extracts were combined, dried over magnesium sulfate, filtered, and concentrated. The residue was purified by flas... The reactants are C(C)O (ethanol), OC1=C(C(=O)OCC)C=C(C=C1)I (ethyl 2-hydroxy-5-iodobenzoate), C(#C)C1=CC=C(C=C1)S(=O)(=O)NC1=NC=CC=C1C (4-ethynyl-N-(3-methyl-2-pyridinyl)benzenesulfonamide), CN (methylamine). Reagents/catalysts: Cl[Pd]([P](C1=CC=CC=C1)(C2=CC=CC=C2)C3=CC=CC=C3)([P](C4=CC=CC=C4)(C5=CC=CC=C5)C6=CC=CC=C6)Cl (Dichlorobis(triphenylphosphine)palladium), [Cu]I (copper(I)iodide). The solvent is O (water), CC(=O)N(C)C (dimethylacetamide). Product: OC1=C(C(=O)OCC)C=C(C=C1)C#CC1=CC=C(C=C1)S(=O)(=O)NC1=NC=CC=C1C (Ethyl 2-hydroxy-5-[[4-[(3-methyl-2-pyridinylamino)sulfonyl]phenyl]ethynyl]benzoate). Yield: 77.9%. Reaction SMILES: [OH:1][C:2]1[CH:12]=[CH:11][C:10](I)=[CH:9][C:3]=1[C:4]([O:6][CH2:7][CH3:8])=[O:5].[C:14]([C:16]1[CH:21]=[CH:20][C:19]([S:22]([NH:25][C:26]2[C:31]([CH3:32])=[CH:30][CH:29]=[CH:28][N:27]=2)(=[O:24])=[O:23])=[CH:18][CH:17]=1)#[CH:15].CN.C(O)C>CC(N(C)C)=O.Cl[Pd](Cl)([P](C1C=CC=CC=1)(C1C=CC=CC=1)C1C=CC=CC=1)[P](C1C=CC=CC=1)(C1C=CC=CC=1)C1C=CC=CC=1.[Cu]I.O>[OH:1][C:2]1[CH:12]=[CH:11][C:10]([C:15]#[C:14][C:16]2[CH:17]=[CH:18][C:19]([S:22]([NH:25][C:26]3[C:31]([CH3:32])=[CH:30][CH:29]=[CH:28][N:27]=3)(=[O:23])=[O:24])=[CH:20][CH:21]=2)=[CH:9][C:3]=1[C:4]([O:6][CH2:7][CH3:8])=[O:5] |^1:46,65|. Reported procedure: Dichlorobis(triphenylphosphine)palladium (0.07 g, 0.1 mmol) and copper(I)iodide (0.04 g, 0.2 mmol) were added to a solution of ethyl 2-hydroxy-5-iodobenzoate (14.9 g, 50 mmol) and 4-ethynyl-N-(3-methyl-2-pyridinyl)benzenesulfonamide (14.3 g, 50 mmol) in methylamine (10 g, 0.1 mol) and dimethylacetamide (60 ml) at 65° C. Hot ethanol was added after 1 h and then hot water (100 ml) with stirring. The solid was filtered off after cooling in the refrigerator and recrystallized from formic acid and wa... The reactants are CC(=O)O, [Cl-], Cl, O=N[O-], Nc1ccccc1-c1ccno1, [Na+], O=S=O, O, O, O. The product is O=S(=O)(Cl)c1ccccc1-c1ccno1. RXN SMILES: [CH3:25][C:26](=[O:27])[OH:28].[Cl-:20].[ClH:17].[N:1]([O-:2])=[O:3].[NH2:5][c:6]1[c:7](-[c:12]2[cH:13][cH:14][n:15][o:16]2)[cH:8][cH:9][cH:10][cH:11]1.[Na+:4].[O:21]=[S:22]=[O:23].[OH2:18].[OH2:19].[OH2:24]>>[c:6]1([S:22]([Cl:17])(=[O:21])=[O:23])[c:7](-[c:12]2[cH:13][cH:14][n:15][o:16]2)[cH:8][cH:9][cH:10][cH:11]1. Reactants: C(C)(=O)OC(C)=O (acetic acid anhydride), CN(CCC(C1=CC=CC=C1)OC1=CC=C(C=C1)N)C (N,N-dimethyl-γ-(4-amino-phenoxy)-benzene-propanamine), [OH-].[Na+] (sodium hydroxide). Run in C1=CC=CC=C1 (benzene). Reaction conditions: time 45 minute. Yields the product CN(CCC(OC1=CC=C(C=C1)NC(C)=O)C1=CC=CC=C1)C (N-[4-(3-dimethylamino-1-phenyl-propyloxy)-phenyl]acetamide). RXN SMILES: [C:1](OC(=O)C)(=[O:3])[CH3:2].[CH3:8][N:9]([CH3:27])[CH2:10][CH2:11][CH:12]([O:19][C:20]1[CH:25]=[CH:24][C:23]([NH2:26])=[CH:22][CH:21]=1)[C:13]1[CH:18]=[CH:17][CH:16]=[CH:15][CH:14]=1.[OH-].[Na+]>C1C=CC=CC=1>[CH3:27][N:9]([CH3:8])[CH2:10][CH2:11][CH:12]([C:13]1[CH:18]=[CH:17][CH:16]=[CH:15][CH:14]=1)[O:19][C:20]1[CH:25]=[CH:24][C:23]([NH:26][C:1](=[O:3])[CH3:2])=[CH:22][CH:21]=1 |f:2.3|. Reported procedure: 2.8 ml of 98% acetic acid anhydride were added under an inert atmosphere to a solution of 7.6 g of N,N-dimethyl-γ-(4-amino-phenoxy)-benzene-propanamine in 80 ml of benzene and the mixture was stirred for 45 minutes. 50 ml of 2 N sodium hydroxide were added thereto and the decanted organic phase was washed with aqueous sodium chloride solution and was dried, treated with activated carbon and filtered. The filtrate was evaporated to dryness to obtain 9 g of N-[4-(3-dimethylamino-1-phenyl-propyloxy... The reactants are COC1=C(C2=C(C(C(=CO2)C2=CC=C(C=C2)O)=O)C=C1)OC (7,8-Dimethoxy-3-(4-hydroxyphenyl)-4H-1-benzopyran-4-one), [H-].[Na+] (NaH), ClCC(=O)O (chloroacetic acid). Solvent: CN(C=O)C (dimethylformamide), CN(C=O)C (dimethylformamide). Yields the product COC1=C(C2=C(C(C(=CO2)C2=CC=C(C=C2)OCC(=O)O)=O)C=C1)OC (7,8-dimethoxy-3-(4-carboxymethoxyphenyl)-4H-1-benzopyran-4-one). RXN SMILES: [H-].[Na+].[CH3:3][O:4][C:5]1[CH:22]=[CH:21][C:8]2[C:9](=[O:20])[C:10]([C:13]3[CH:18]=[CH:17][C:16]([OH:19])=[CH:15][CH:14]=3)=[CH:11][O:12][C:7]=2[C:6]=1[O:23][CH3:24].Cl[CH2:26][C:27]([OH:29])=[O:28]>CN(C)C=O>[CH3:3][O:4][C:5]1[CH:22]=[CH:21][C:8]2[C:9](=[O:20])[C:10]([C:13]3[CH:14]=[CH:15][C:16]([O:19][CH2:26][C:27]([OH:29])=[O:28])=[CH:17][CH:18]=3)=[CH:11][O:12][C:7]=2[C:6]=1[O:23][CH3:24] |f:0.1|. Reported procedure: NaH is dissolved in dry dimethylformamide under nitrogen atmosphere at 0°. 7,8-Dimethoxy-3-(4-hydroxyphenyl)-4H-1-benzopyran-4-one [cp. J. Inst. Chem. (Calcutta) 43, 234 (1971)], dissolved in dry dimethylformamide, is added slowly, then a solution of chloroacetic acid. The solution is heated at 70° for 5 h and evaporated under vacuum to about one third of its original volume. After cooling, water is added and a precipitate occurs which is filtered and crystallized in methanol to give 7,8-dimetho...